describe an organic reaction: reactants, conditions, products, and yield From a dataset of the Open Reaction Database (ORD), a public repository of structured organic reaction records. The reactants are CO (methanol), S(=O)(=O)([O-])[O-].[Na+].[Na+] (sodium sulfate), S(=O)(=O)([O-])[O-].[Na+].[Na+] (sodium sulfate), resultant mixture, solution, [H-].C(C(C)C)[Al+]CC(C)C (diisobutyl aluminum hydride), C(C1=CC=CC=C1)OCC1SCC(OC1)O (5-Benzyloxymethyl-1,4-oxathian-2-ol). Solvent: C(Cl)Cl (methylene chloride). Reaction conditions: temperature -78 celsius, time 20 minute. Product: C(C1=CC=CC=C1)OCC1SCC(OC1)=O (5-benzyloxymethyl-1,4-oxathian-2-one). The yield is 102.3%. Reaction SMILES: [CH2:1]([O:8][CH2:9][CH:10]1[CH2:15][O:14][CH:13]([OH:16])[CH2:12][S:11]1)[C:2]1[CH:7]=[CH:6][CH:5]=[CH:4][CH:3]=1.[H-].C([Al+]CC(C)C)C(C)C.CO.S([O-])([O-])(=O)=O.[Na+].[Na+]>C(Cl)Cl>[CH2:1]([O:8][CH2:9][CH:10]1[CH2:15][O:14][C:13](=[O:16])[CH2:12][S:11]1)[C:2]1[CH:3]=[CH:4][CH:5]=[CH:6][CH:7]=1 |f:1.2,4.5.6|. Procedure: 5-Benzyloxymethyl-1,4-oxathian-2-ol (3.42 g) was dissolved in dried methylene chloride (60 ml), and the solution cooled to -78° C. A solution 1.0M diisobutyl aluminum hydride (21.5 ml) was added dropwise thereto for 20 minutes, and the resultant mixture stirred at the same temperature for 30 minutes to complete the reaction. To the reaction mixture, methanol (0.6 ml), saturated sodium sulfate solution (9 ml) and sodium sulfate (4.4 g) were sequentially added, and the mixture was stirred at room ... Reactants: CCOC(=O)Cc1cc(S)n2ncnc2n1, Cl, [K+], [OH-], O. Yields the product O=C(O)Cc1cc(S)n2ncnc2n1. Reaction SMILES: [CH2:1]([CH3:2])[O:3][C:4](=[O:5])[CH2:6][c:7]1[n:8][c:9]2[n:10]([c:11]([SH:13])[cH:12]1)[n:14][cH:15][n:16]2.[ClH:19].[K+:18].[OH-:17].[OH2:20]>>[O:3]=[C:4]([OH:5])[CH2:6][c:7]1[n:8][c:9]2[n:10]([c:11]([SH:13])[cH:12]1)[n:14][cH:15][n:16]2. The yield is 124.3%. Starting materials: C(C)(C)(C)OC(=O)N1[C@@H](C[C@@H](C1)OC1=CC=CC=C1)C(=O)O ((2S,4S)-1-tert-butoxycarbonyl-4-phenoxy-2-pyrrolidinylcarboxylic acid), CSC (DMS). Yields the product C(C)(C)(C)OC(=O)N1[C@@H](C[C@@H](C1)OC1=CC=CC=C1)CO ((2S,4S)-1-tert-butoxycarbonyl-4-phenoxy-2-pyrrolidinylmethanol). Reported procedure: To a stirred solution of (2S,4S)-1-tert-butoxycarbonyl-4-phenoxy-2-pyrrolidinylcarboxylic acid (2.39 g, 7.76 mmol) in THF (50 ml) was added BH3.DMS (1.55 ml, 15.5 mmol) at 0° C. After 10 min. stirring at the same temperature, the mixture was allowed to room temperature and then heated at 50° C. for 2 h. After cooling to room temperature, the mixture was concentrated in vacuo and quenched by the addition of water at 0° C. The mixture was extracted with EtOAc. The combined extracts were washed wit... As a reaction SMILES: [C:1]([O:5][C:6]([N:8]1[CH2:12][C@@H:11]([O:13][C:14]2[CH:19]=[CH:18][CH:17]=[CH:16][CH:15]=2)[CH2:10][C@H:9]1[C:20](O)=[O:21])=[O:7])([CH3:4])([CH3:3])[CH3:2].CSC>C1COCC1>[C:1]([O:5][C:6]([N:8]1[CH2:12][C@@H:11]([O:13][C:14]2[CH:15]=[CH:16][CH:17]=[CH:18][CH:19]=2)[CH2:10][C@H:9]1[CH2:20][OH:21])=[O:7])([CH3:4])([CH3:3])[CH3:2]. Conditions: temperature 50 celsius, time 10 minute. Run in C1CCOC1 (THF). Reactants: Oc1cc(-c2ccc(Cl)cc2)nc2ccccc12, [Na+], [OH-], O, O=P(Cl)(Cl)Cl. Yields the product Clc1ccc(-c2cc(Cl)c3ccccc3n2)cc1. As a reaction SMILES: [Cl:1][c:2]1[cH:3][cH:4][c:5](-[c:8]2[n:9][c:10]3[cH:11][cH:12][cH:13][cH:14][c:15]3[c:16]([OH:18])[cH:17]2)[cH:6][cH:7]1.[Na+:25].[OH-:24].[OH2:26].[P:19]([Cl:20])([Cl:21])([Cl:22])=[O:23]>>[Cl:1][c:2]1[cH:3][cH:4][c:5](-[c:8]2[n:9][c:10]3[cH:11][cH:12][cH:13][cH:14][c:15]3[c:16]([Cl:21])[cH:17]2)[cH:6][cH:7]1. Starting materials: CN1C(=C(C2=CC=CC=C12)C(C(=O)N1CCC(CC1)N1CCCCC1)=O)COC1=CC=C(C=C1)Cl (1-methyl-2-(4-chlorophenoxymethyl)-3-[2-[4-(piperidin-1-yl)piperidin-1-yl]-1,2-ethanedionyl]-1H-indole), [BH4-].[Na+] (sodium borohydride). The solvent is C(C)O (ethanol). Run at time 8 hour. Product: ClC1=CC=C(OCC=2N(C3=CC=CC=C3C2C(C(=O)N2CCC(CC2)N2CCCCC2)O)C)C=C1 (2-[(4-chlorophenoxy)methyl]-1-methyl-3-[1-hydroxy-1-[[4-(piperidin-1-yl)piperidin-1-yl]carbonyl]methyl]-1H-indole). RXN SMILES: [CH3:1][N:2]1[C:10]2[C:5](=[CH:6][CH:7]=[CH:8][CH:9]=2)[C:4]([C:11](=[O:26])[C:12]([N:14]2[CH2:19][CH2:18][CH:17]([N:20]3[CH2:25][CH2:24][CH2:23][CH2:22][CH2:21]3)[CH2:16][CH2:15]2)=[O:13])=[C:3]1[CH2:27][O:28][C:29]1[CH:34]=[CH:33][C:32]([Cl:35])=[CH:31][CH:30]=1.[BH4-].[Na+]>C(O)C>[Cl:35][C:32]1[CH:33]=[CH:34][C:29]([O:28][CH2:27][C:3]2[N:2]([CH3:1])[C:10]3[C:5]([C:4]=2[CH:11]([OH:26])[C:12]([N:14]2[CH2:15][CH2:16][CH:17]([N:20]4[CH2:21][CH2:22][CH2:23][CH2:24][CH2:25]4)[CH2:18][CH2:19]2)=[O:13])=[CH:6][CH:7]=[CH:8][CH:9]=3)=[CH:30][CH:31]=1 |f:1.2|. Procedure details: A round bottom flask under a nitrogen atmosphere was charged with 1-methyl-2-(4-chlorophenoxymethyl)-3-[2-[4-(piperidin-1-yl)piperidin-1-yl]-1,2-ethanedionyl]-1H-indole (0.1414 g, 0.282 mmol) and 2.8 ml of denatured ethanol. To this mixture was added sodium borohydride (0.064 g, 1.69 mmol). The reaction mixture was then stirred at room temperature overnight. The progress of the reaction was monitored by thin layer chromatography. RXN SMILES: [CH2:44]1[O:45][CH2:46][CH2:47][CH2:48]1.[CH3:1][N:2]([S:3](=[O:4])(=[O:5])[n:6]1[c:7]([Si:18]([C:19]([CH3:20])([CH3:21])[CH3:22])([CH3:23])[CH3:24])[n:8][c:9]([CH:11]([c:12]2[s:13][cH:14][cH:15][cH:16]2)[OH:17])[cH:10]1)[CH3:25].[CH3:27][CH2:28][CH2:29][CH2:30][N+:31]([CH2:32][CH2:33][CH2:34][CH3:35])([CH2:36][CH2:37][CH2:38][CH3:39])[CH2:40][CH2:41][CH2:42][CH3:43].[F-:26]>>[CH3:1][N:2]([S:3](=[O:4])(=[O:5])[n:6]1[cH:7][n:8][c:9]([CH:11]([c:12]2[s:13][cH:14][cH:15][cH:16]2)[OH:17])[cH:10]1)[CH3:25]. Product: CN(C)S(=O)(=O)n1cnc(C(O)c2cccs2)c1. Starting materials: C1CCOC1, CN(C)S(=O)(=O)n1cc(C(O)c2cccs2)nc1[Si](C)(C)C(C)(C)C, CCCC[N+](CCCC)(CCCC)CCCC, [F-]. Starting materials: C1COCCN1, CCN=C=NCCCN(C)C, CCN(C(C)C)C(C)C, CN(C)C=O, [O-][n+]1ccccc1O, CC(Oc1cccc2ncnc(Nc3ccc4c(cnn4Cc4cscn4)c3)c12)C(=O)O. The product is CC(Oc1cccc2ncnc(Nc3ccc4c(cnn4Cc4cscn4)c3)c12)C(=O)N1CCOCC1. As a reaction SMILES: [CH2:41]1[CH2:42][O:43][CH2:44][CH2:45][NH:46]1.[CH3:56][CH2:57][N:58]=[C:59]=[N:60][CH2:61][CH2:62][CH2:63][N:64]([CH3:65])[CH3:66].[CH:47]([N:48]([CH:49]([CH3:50])[CH3:51])[CH2:52][CH3:53])([CH3:54])[CH3:55].[O:67]=[CH:68][N:69]([CH3:70])[CH3:71].[OH:33][c:34]1[cH:35][cH:36][cH:37][cH:38][n+:39]1[O-:40].[s:1]1[cH:2][n:3][c:4]([CH2:6][n:7]2[n:8][cH:9][c:10]3[cH:11][c:12]([NH:16][c:17]4[n:18][cH:19][n:20][c:21]5[cH:22][cH:23][cH:24][c:25]([O:27][CH:28]([C:29](=[O:30])[OH:31])[CH3:32])[c:26]45)[cH:13][cH:14][c:15]23)[cH:5]1>>[s:1]1[cH:2][n:3][c:4]([CH2:6][n:7]2[n:8][cH:9][c:10]3[cH:11][c:12]([NH:16][c:17]4[n:18][cH:19][n:20][c:21]5[cH:22][cH:23][cH:24][c:25]([O:27][CH:28]([C:29](=[O:31])[N:46]6[CH2:41][CH2:42][O:43][CH2:44][CH2:45]6)[CH3:32])[c:26]45)[cH:13][cH:14][c:15]23)[cH:5]1.